Dataset: the Open Reaction Database (ORD), a public repository of structured organic reaction records. Task: describe an organic reaction: reactants, conditions, products, and yield Reactants: COC(=O)c1c([N+](=O)[O-])cccc1S(=O)(=O)NCCCO, C[O-], CNC, CO, [Na+]. Yields the product CN(C)C(=O)c1c([N+](=O)[O-])cccc1S(=O)(=O)NCCCO. As a reaction SMILES: [CH3:1][O:2][C:3]([c:4]1[c:5]([S:13](=[O:14])(=[O:15])[NH:16][CH2:17][CH2:18][CH2:19][OH:20])[cH:6][cH:7][cH:8][c:9]1[N+:10](=[O:11])[O-:12])=[O:21].[CH3:22][O-:23].[CH3:25][NH:26][CH3:27].[CH3:28][OH:29].[Na+:24]>>[C:3]([c:4]1[c:5]([S:13](=[O:14])(=[O:15])[NH:16][CH2:17][CH2:18][CH2:19][OH:20])[cH:6][cH:7][cH:8][c:9]1[N+:10](=[O:11])[O-:12])(=[O:21])[N:26]([CH3:25])[CH3:27]. Reactants: ClCC(=O)C1=CC=CC=C1 (2-Chloro-1-phenylethanone), N1(CCCCCC1)C(C(=O)O[C@H]1CN2CCC1CC2)C2=CC=CC=C2 ((R)-quinuclidin-3-yl 2-(azepan-1-yl)-2-phenylacetate), CCOCC (Et2O). Solvent: C(C)(=O)OCC (ethyl acetate). Reaction conditions: time 8 hour. Yields the product [Cl-].N1(CCCCCC1)C(C(=O)O[C@H]1C[N+]2(CCC1CC2)CC(C2=CC=CC=C2)=O)C2=CC=CC=C2 ((3R)-3-(2-(azepan-1-yl)-2-phenylacetoxy)-1-(2-oxo-2-phenylethyl)-1-azoniabicyclo[2.2.2]octane chloride). Yield: 66.4%. As a reaction SMILES: [Cl:1][CH2:2][C:3]([C:5]1[CH:10]=[CH:9][CH:8]=[CH:7][CH:6]=1)=[O:4].[N:11]1([CH:18]([C:30]2[CH:35]=[CH:34][CH:33]=[CH:32][CH:31]=2)[C:19]([O:21][C@@H:22]2[CH:27]3[CH2:28][CH2:29][N:24]([CH2:25][CH2:26]3)[CH2:23]2)=[O:20])[CH2:17][CH2:16][CH2:15][CH2:14][CH2:13][CH2:12]1.CCOCC>C(OCC)(=O)C>[Cl-:1].[N:11]1([CH:18]([C:30]2[CH:31]=[CH:32][CH:33]=[CH:34][CH:35]=2)[C:19]([O:21][C@@H:22]2[CH:27]3[CH2:28][CH2:29][N+:24]([CH2:2][C:3](=[O:4])[C:5]4[CH:10]=[CH:9][CH:8]=[CH:7][CH:6]=4)([CH2:25][CH2:26]3)[CH2:23]2)=[O:20])[CH2:12][CH2:13][CH2:14][CH2:15][CH2:16][CH2:17]1 |f:4.5|. Procedure details: 2-Chloro-1-phenylethanone (46.9 mg, 0.30 mmol) was added to a solution of (R)-quinuclidin-3-yl 2-(azepan-1-yl)-2-phenylacetate (104 mg, 0.30 mmol) in ethyl acetate (3 ml). The reaction was stirred at room temperature overnight then Et2O (2 mL) was added, the suspension was sonicated, filtered and dried under vacuum at 40° C. overnight to obtain the title compound (99 mg, 65.6% yield) as a white solid. The reactants are CC1=C(OC2=C1C(=CC=C2)C2=CC(=CC=C2)[N+](=O)[O-])C(=O)O (3-methyl-4-(3-nitro-phenyl)-benzofuran-2-carboxylic acid), C(C(=O)Cl)(=O)Cl (oxalyl chloride), COC([C@H](C(C)C)NS(=O)(=O)C1=CC=C(C=C1)C1=CC=C(C=C1)N)=O ((S)-2-(4′-amino-biphenyl-4-sulfonylamino)-3-methyl-butyric acid methyl ester), CN(C)C=O (DMF). Run in N1=CC=CC=C1 (pyridine). Conditions: time 8 hour. The product is COC([C@H](C(C)C)NS(=O)(=O)C1=CC=C(C=C1)C1=CC=C(C=C1)NC(=O)C=1OC2=C(C1C)C(=CC=C2)C2=CC(=CC=C2)[N+](=O)[O-])=O ((S)-3-methyl-2-(4′-{[3-methyl-4-(3-nitro-phenyl)-benzofuran-2-carbonyl]-amino}-biphenyl-4-sulfonylamino)-butyric acid methyl ester). Yield: 18.8%. Reaction SMILES: [CH3:1][C:2]1[C:6]2[C:7]([C:11]3[CH:16]=[CH:15][CH:14]=[C:13]([N+:17]([O-:19])=[O:18])[CH:12]=3)=[CH:8][CH:9]=[CH:10][C:5]=2[O:4][C:3]=1[C:20](O)=[O:21].C(Cl)(=O)C(Cl)=O.CN(C=O)C.[CH3:34][O:35][C:36](=[O:58])[C@@H:37]([NH:41][S:42]([C:45]1[CH:50]=[CH:49][C:48]([C:51]2[CH:56]=[CH:55][C:54]([NH2:57])=[CH:53][CH:52]=2)=[CH:47][CH:46]=1)(=[O:44])=[O:43])[CH:38]([CH3:40])[CH3:39]>N1C=CC=CC=1>[CH3:34][O:35][C:36](=[O:58])[C@@H:37]([NH:41][S:42]([C:45]1[CH:50]=[CH:49][C:48]([C:51]2[CH:52]=[CH:53][C:54]([NH:57][C:20]([C:3]3[O:4][C:5]4[CH:10]=[CH:9][CH:8]=[C:7]([C:11]5[CH:16]=[CH:15][CH:14]=[C:13]([N+:17]([O-:19])=[O:18])[CH:12]=5)[C:6]=4[C:2]=3[CH3:1])=[O:21])=[CH:55][CH:56]=2)=[CH:47][CH:46]=1)(=[O:44])=[O:43])[CH:38]([CH3:40])[CH3:39]. Reported procedure: To 100 mg (0.34 mmol) of 3-methyl-4-(3-nitro-phenyl)-benzofuran-2-carboxylic acid was added 2 mL of oxalyl chloride and the resulting mixture was refluxed for 2 h in the presence of a catalytic amount of DMF, then the excess oxalyl chloride was removed under vacuum. The residue was dissolved in 1 mL of dichloromethane and was added to a mixture of 183 mg (0.5 mmol) of (S)-2-(4′-amino-biphenyl-4-sulfonylamino)-3-methyl-butyric acid methyl ester and 2 mL of pyridine in an ice/water bath. The mixtu... Starting materials: OO (hydrogen peroxide), alcohols, FC(COCC1=CC=CC=C1)(CC=C)F (2,2-difluoro-1-benzyloxy-4-pentene), [BH4-].[Na+] (sodium borohydride), [OH-].[Na+] (NaOH). The solvent is CCOCC (ether), [Cl-].[Na+].O (brine), O1CCCC1 (tetrahydrofuran), O (water). Yields the product FC(COCC1=CC=CC=C1)(CCCO)F (2,2-difluoro-1-benzyloxy-5-hydroxypentane). Yield: 54.0%. As a reaction SMILES: [F:1][C:2]([F:15])([CH2:12][CH:13]=[CH2:14])[CH2:3][O:4][CH2:5][C:6]1[CH:11]=[CH:10][CH:9]=[CH:8][CH:7]=1.[BH4-].[Na+].[OH-:18].[Na+].OO>O1CCCC1.CCOCC.[Cl-].[Na+].O.O>[F:1][C:2]([F:15])([CH2:12][CH2:13][CH2:14][OH:18])[CH2:3][O:4][CH2:5][C:6]1[CH:11]=[CH:10][CH:9]=[CH:8][CH:7]=1 |f:1.2,3.4,8.9.10|. Procedure details: To a mixture of (29) (16.8 g, 79 mmoles) and sodium borohydride (901 mg, 23.7 mmoles, 20% excess) in dry tetrahydrofuran (75 ml), kept under nitrogen at room temperature, borontrifluoride-ether complex (4.07 ml, 31.6 mmoles, 20% excess) is added over a period of 25 min. After standing for 13/4 hours at room temperature, the reaction mixture is slowly hydrolyzed with water (6 ml). Addition of 3N NaOH (10 ml) is followed by careful introduction of hydrogen peroxide (10 ml, 30%) at such a rate that...